Dataset: the Open Reaction Database (ORD), a public repository of structured organic reaction records. Task: describe an organic reaction: reactants, conditions, products, and yield Starting materials: [O-]B([O-])Oc1ccc(Cl)cc1, COC(=O)C1=Cc2cc(Br)ccc2S(=O)(=O)CC1, O=C([O-])[O-], CCO, [K+], [K+], O, Cc1ccccc1. Yields the product COC(=O)C1=Cc2cc(-c3ccc(Cl)cc3)ccc2S(=O)(=O)CC1. As a reaction SMILES: [B:19]([O-:20])([O-:28])[O:29][c:21]1[cH:22][cH:23][c:24]([Cl:27])[cH:25][cH:26]1.[Br:1][c:2]1[cH:3][cH:4][c:5]2[c:6]([cH:18]1)[CH:7]=[C:8]([C:14](=[O:15])[O:16][CH3:17])[CH2:9][CH2:10][S:11]2(=[O:12])=[O:13].[C:30](=[O:31])([O-:32])[O-:33].[CH2:37]([OH:38])[CH3:39].[K+:34].[K+:35].[OH2:36].[c:40]1([CH3:41])[cH:42][cH:43][cH:44][cH:45][cH:46]1>>[c:2]1(-[c:21]2[cH:22][cH:23][c:24]([Cl:27])[cH:25][cH:26]2)[cH:3][cH:4][c:5]2[c:6]([cH:18]1)[CH:7]=[C:8]([C:14](=[O:15])[O:16][CH3:17])[CH2:9][CH2:10][S:11]2(=[O:12])=[O:13]. The reactants are FC=1C=C(C=CC1F)C1=NOC(=C1C=1N=CNC1)C (3-(3,4-difluoro-phenyl)-4-(1H-imidazol-4-yl)-5-methyl-isoxazole), FC1=CC=C(C=C1)C(F)(F)F (4-fluorobenzotrifluoride). The product is FC=1C=C(C=CC1F)C1=NOC(=C1C=1N=CN(C1)C1=CC=C(C=C1)C(F)(F)F)C (3-(3,4-Difluoro-phenyl)-5-methyl-4-[1-(4-trifluoromethyl-phenyl)-1H-imidazol-4-yl]-isoxazole). Yield: 10.0%. RXN SMILES: [F:1][C:2]1[CH:3]=[C:4]([C:9]2[C:13]([C:14]3[N:15]=[CH:16][NH:17][CH:18]=3)=[C:12]([CH3:19])[O:11][N:10]=2)[CH:5]=[CH:6][C:7]=1[F:8].F[C:21]1[CH:26]=[CH:25][C:24]([C:27]([F:30])([F:29])[F:28])=[CH:23][CH:22]=1>>[F:1][C:2]1[CH:3]=[C:4]([C:9]2[C:13]([C:14]3[N:15]=[CH:16][N:17]([C:21]4[CH:26]=[CH:25][C:24]([C:27]([F:30])([F:29])[F:28])=[CH:23][CH:22]=4)[CH:18]=3)=[C:12]([CH3:19])[O:11][N:10]=2)[CH:5]=[CH:6][C:7]=1[F:8]. Reported procedure: As described for Example 53, 3-(3,4-difluoro-phenyl)-4-(1H-imidazol-4-yl)-5-methyl-isoxazole (78 mg, 0.3 mmol) using 4-fluorobenzotrifluoride instead of 4-fluoroacetophenone was converted to the title compound (12 mg, 10%) which was obtained as a colourless gum. MS: m/e=406.3 [M+H]+. Isolated yield 23.3%. The reactants are Cl.C(#N)CC(=O)O (2-cyanoacetic acid hydrochloride), C(C1=CC=CC=C1)[C@@H]1C[C@H](NC1)C(=O)NC1=CC=C(C=C1)OC1=CC=C(C=C1)F ((2S,4R)-4-benzyl-N-(4-(4-fluorophenoxy)phenyl)pyrrolidine-2-carboxamide). As a reaction SMILES: Cl.[C:2]([CH2:4][C:5]([OH:7])=O)#[N:3].[CH2:8]([C@H:15]1[CH2:19][NH:18][C@H:17]([C:20]([NH:22][C:23]2[CH:28]=[CH:27][C:26]([O:29][C:30]3[CH:35]=[CH:34][C:33]([F:36])=[CH:32][CH:31]=3)=[CH:25][CH:24]=2)=[O:21])[CH2:16]1)[C:9]1[CH:14]=[CH:13][CH:12]=[CH:11][CH:10]=1>>[CH2:8]([C@H:15]1[CH2:19][N:18]([C:5](=[O:7])[CH2:4][C:2]#[N:3])[C@H:17]([C:20]([NH:22][C:23]2[CH:28]=[CH:27][C:26]([O:29][C:30]3[CH:31]=[CH:32][C:33]([F:36])=[CH:34][CH:35]=3)=[CH:25][CH:24]=2)=[O:21])[CH2:16]1)[C:9]1[CH:10]=[CH:11][CH:12]=[CH:13][CH:14]=1 |f:0.1|. Procedure details: Proceeding as in Example 1, but substituting 2-cyanoacetic acid hydrochloride and (2S,4R)-4-benzyl-N-(4-(4-fluorophenoxy)phenyl)pyrrolidine-2-carboxamide, gave Compound 129, (2S,4R)-4-benzyl-1-(2-cyanoacetyl)-N-(4-(4-fluorophenoxy)phenyl)pyrrolidine-2-carboxamide (6.4 mg, 23.3%); Major isomer: 1H-NMR (400 MHz, DMSO-D6): σ 9.99 (s, 1H), 7.55-7.60 (m, 2H), 7.29-7.32 (m, 2H), 7.17-7.23 (m, 5H), 6.95-7.02 (m, 4H), 4.49 (m, 1H), 4.00 (m, 2H), 3.64 (m, 1H), 3.22 (m, 2H), 3.67 (m, 3H), 1.93 (m, 2H). MS... The product is Compound 129, C(C1=CC=CC=C1)[C@@H]1C[C@H](N(C1)C(CC#N)=O)C(=O)NC1=CC=C(C=C1)OC1=CC=C(C=C1)F ((2S,4R)-4-benzyl-1-(2-cyanoacetyl)-N-(4-(4-fluorophenoxy)phenyl)pyrrolidine-2-carboxamide). Starting materials: CCO, [F-], CC1Cc2c(c(C#C[Si](C)(C)C)cc(F)c2-n2c(=O)cc(C(F)(F)F)n(C)c2=O)O1, [K+]. Yields the product C#Cc1cc(F)c(-n2c(=O)cc(C(F)(F)F)n(C)c2=O)c2c1OC(C)C2. As a reaction SMILES: [CH3:33][CH2:34][OH:35].[F-:31].[F:1][c:2]1[c:3](-[n:18]2[c:19](=[O:30])[n:20]([CH3:29])[c:21]([C:25]([F:26])([F:27])[F:28])[cH:22][c:23]2=[O:24])[c:4]2[c:5]([c:10]([C:12]#[C:13][Si:14]([CH3:15])([CH3:16])[CH3:17])[cH:11]1)[O:6][CH:7]([CH3:9])[CH2:8]2.[K+:32]>>[F:1][c:2]1[c:3](-[n:18]2[c:19](=[O:30])[n:20]([CH3:29])[c:21]([C:25]([F:26])([F:27])[F:28])[cH:22][c:23]2=[O:24])[c:4]2[c:5]([c:10]([C:12]#[CH:13])[cH:11]1)[O:6][CH:7]([CH3:9])[CH2:8]2. Reactants: C=1C=CC2=C(C1)N=NN2O (HOBt), C(C)(C)(C)OC(=O)NC=1C=C(N(C1)C)C(=O)O (4-[(tert-Butoxycarbonyl)amino]-1-methylpyrrole-2-carboxylic acid), C1CCC(CC1)N=C=NC2CCCCC2 (DCC). Run in CN(C)C=O (DMF). Conditions: time 24 hour. Yields the product C(C)(C)(C)OC(=O)NC=1C=C(N(C1)C)C(=O)ON1N=NC2=C1C=CC=C2 (1,2,3-Benzotriazol-1-yl 4-[(tert-butoxycarbonyl)-amino]-1-methylpyrrole-2-carboxylate). Yield: 84.6%. RXN SMILES: [C:1]([O:5][C:6]([NH:8][C:9]1[CH:10]=[C:11]([C:15]([OH:17])=[O:16])[N:12]([CH3:14])[CH:13]=1)=[O:7])([CH3:4])([CH3:3])[CH3:2].[CH:18]1[CH:19]=[CH:20][C:21]2[N:26](O)[N:25]=[N:24][C:22]=2[CH:23]=1.C1CCC(N=C=NC2CCCCC2)CC1>CN(C=O)C>[C:1]([O:5][C:6]([NH:8][C:9]1[CH:10]=[C:11]([C:15]([O:17][N:24]2[C:22]3[CH:23]=[CH:18][CH:19]=[CH:20][C:21]=3[N:26]=[N:25]2)=[O:16])[N:12]([CH3:14])[CH:13]=1)=[O:7])([CH3:4])([CH3:2])[CH3:3]. Procedure: Boc-Py-acid, 4-[(tert-Butoxycarbonyl)amino]-1-methylpyrrole-2-carboxylic acid (31 g, 129 mmol) was dissolved in 500 mL DMF, HOBt (17.4 g, 129 mmol) was added followed by DCC (34 g, 129 mmol). The reaction was stirred for 24 h and then filtered dropwise into a well stirred solution of 5 L of ice water. The precipitate was allowed to sit for 15 min at 0° C. and then collected by filtration. The wet cake was dissolved in 500 mL DCM, and the organic layer added slowly to a stirred solution of cold p... Reactants: crude product, C([O-])([O-])=O.[Cs+].[Cs+] (cesium carbonate), BrCC(CO)(C)C (3-bromo-2,2-dimethylpropan-1-ol), BrC=1C=C2C=CNC(C2=CC1)=O (6-bromoisoquinolin-1(2H)-one), C([O-])([O-])=O.[Cs+].[Cs+] (cesium carbonate), BrCC(CO)(C)C (3-bromo-2,2-dimethylpropan-1-ol), [I-].[Na+] (sodium iodide), C([O-])([O-])=O.[Cs+].[Cs+] (cesium carbonate), BrCC(CO)(C)C (3-bromo-2,2-dimethylpropan-1-ol). The solvent is O (water), CN1CCCC1=O (NMP), O (water), CN1CCCC1=O (NMP), O (water). Reaction conditions: temperature 100 celsius, time 8 hour. Product: BrC=1C=C2C=CN(C(C2=CC1)=O)CC(CO)(C)C (6-Bromo-2-(3-hydroxy-2,2-dimethylpropyl)isoquinolin-1(2H)-one). Reaction SMILES: [Br:1][C:2]1[CH:3]=[C:4]2[C:9](=[CH:10][CH:11]=1)[C:8](=[O:12])[NH:7][CH:6]=[CH:5]2.C(=O)([O-])[O-].[Cs+].[Cs+].Br[CH2:20][C:21]([CH3:25])([CH3:24])[CH2:22][OH:23].[I-].[Na+]>CN1C(=O)CCC1.O>[Br:1][C:2]1[CH:3]=[C:4]2[C:9](=[CH:10][CH:11]=1)[C:8](=[O:12])[N:7]([CH2:20][C:21]([CH3:25])([CH3:24])[CH2:22][OH:23])[CH:6]=[CH:5]2 |f:1.2.3,5.6|. Procedure: A solution of 6-bromoisoquinolin-1(2H)-one (Example 1b, 2.5 g) dissolved in NMP (20 mL) was treated with cesium carbonate (7.27 g) and 3-bromo-2,2-dimethylpropan-1-ol (2.75 mL) under nitrogen. The resulting mixture was stirred at 100° C. for 8 h. Further cesium carbonate (1 eq), 3-bromo-2,2-dimethylpropan-1-ol (1 eq) and water (5 mL) were added and the resulting mixture was stirred at 130° C. for 10 h. The incomplete reaction was diluted with water and extracted with ethyl acetate. The organic w... Reactants: CCCCO, OC(CCCl)COc1ccc(F)cc1, [I-], [K+], [Na+], [Na+], O=C([O-])[O-], c1ccc(N2CCNCC2)nc1. Yields the product OC(CCN1CCN(c2ccccn2)CC1)COc1ccc(F)cc1. As a reaction SMILES: [CH2:35]([OH:36])[CH2:37][CH2:38][CH3:39].[Cl:1][CH2:2][CH2:3][CH:4]([CH2:5][O:6][c:7]1[cH:8][cH:9][c:10]([F:13])[cH:11][cH:12]1)[OH:14].[I-:34].[K+:33].[Na+:27].[Na+:28].[O-:29][C:30](=[O:31])[O-:32].[n:15]1[c:16]([N:21]2[CH2:22][CH2:23][NH:24][CH2:25][CH2:26]2)[cH:17][cH:18][cH:19][cH:20]1>>[CH2:2]([CH2:3][CH:4]([CH2:5][O:6][c:7]1[cH:8][cH:9][c:10]([F:13])[cH:11][cH:12]1)[OH:14])[N:24]1[CH2:23][CH2:22][N:21]([c:16]2[n:15][cH:20][cH:19][cH:18][cH:17]2)[CH2:26][CH2:25]1. The reactants are CCCc1c(Cc2ccc(-c3ccccc3C#N)cc2)c(=O)n(C2CCC(OC(CCO)C(=O)OCC)CC2)c2ncnn12, Cc1ccc(S(=O)(=O)Cl)cc1, Cl, c1ccncc1. Product: CCCc1c(Cc2ccc(-c3ccccc3C#N)cc2)c(=O)n(C2CCC(OC(CCOS(=O)(=O)c3ccc(C)cc3)C(=O)OCC)CC2)c2ncnn12. RXN SMILES: [C:1](#[N:2])[c:3]1[c:4](-[c:9]2[cH:10][cH:11][c:12]([CH2:15][c:16]3[c:17](=[O:44])[n:18]([CH:28]4[CH2:29][CH2:30][CH:31]([O:34][CH:35]([C:36](=[O:37])[O:38][CH2:39][CH3:40])[CH2:41][CH2:42][OH:43])[CH2:32][CH2:33]4)[c:19]4[n:20]([c:21]3[CH2:22][CH2:23][CH3:24])[n:25][cH:26][n:27]4)[cH:13][cH:14]2)[cH:5][cH:6][cH:7][cH:8]1.[CH3:45][c:46]1[cH:47][cH:48][c:49]([S:52](=[O:53])(=[O:54])[Cl:55])[cH:50][cH:51]1.[ClH:56].[cH:57]1[cH:58][cH:59][n:60][cH:61][cH:62]1>>[C:1](#[N:2])[c:3]1[c:4](-[c:9]2[cH:10][cH:11][c:12]([CH2:15][c:16]3[c:17](=[O:44])[n:18]([CH:28]4[CH2:29][CH2:30][CH:31]([O:34][CH:35]([C:36](=[O:37])[O:38][CH2:39][CH3:40])[CH2:41][CH2:42][O:43][S:52]([c:49]5[cH:48][cH:47][c:46]([CH3:45])[cH:51][cH:50]5)(=[O:53])=[O:54])[CH2:32][CH2:33]4)[c:19]4[n:20]([c:21]3[CH2:22][CH2:23][CH3:24])[n:25][cH:26][n:27]4)[cH:13][cH:14]2)[cH:5][cH:6][cH:7][cH:8]1.